Dataset: the Open Reaction Database (ORD), a public repository of structured organic reaction records. Task: describe an organic reaction: reactants, conditions, products, and yield The product is COc1ccc(N)c(F)c1. Reactants: CCO, COc1ccc([N+](=O)[O-])c(F)c1, O=[Pt]. As a reaction SMILES: [CH3:15][CH2:16][OH:17].[F:1][c:2]1[c:3]([N+:10]([O-:11])=[O:12])[cH:4][cH:5][c:6]([O:8][CH3:9])[cH:7]1.[Pt:13]=[O:14]>>[F:1][c:2]1[c:3]([NH2:10])[cH:4][cH:5][c:6]([O:8][CH3:9])[cH:7]1.